From a dataset of the Open Reaction Database (ORD), a public repository of structured organic reaction records. describe an organic reaction: reactants, conditions, products, and yield Starting materials: C=C(C)c1cc(Br)ccc1Cl, Cc1ccccc1, [H][H]. Yields the product CC(C)c1cc(Br)ccc1Cl. RXN SMILES: [Br:1][c:2]1[cH:3][c:4]([C:9](=[CH2:10])[CH3:11])[c:5]([Cl:8])[cH:6][cH:7]1.[CH3:14][c:15]1[cH:16][cH:17][cH:18][cH:19][cH:20]1.[H:12][H:13]>>[Br:1][c:2]1[cH:3][c:4]([CH:9]([CH3:10])[CH3:11])[c:5]([Cl:8])[cH:6][cH:7]1. Yields the product C(C)(=O)N1CCC(CC1)OC1=CC=C(C=C1)[C@H]1CN(CCO1)CC1=CC=CC=C1 ((2S)-2-(4-(1-acetylpiperidin-4-yloxy)phenyl)-4-benzylmorpholine). Procedure details: Diisopropylazodicarboxylate (40% in toluene, 5.7 g, 11.3 mmol) was added to a solution of (2S)-2-(4-hydroxyphenyl)-4-benzylmorpholine (2.0 g, 7.43 mmol), triphenylphosphine (3.0 g, 11.4 mmol) and 1-acetyl-4-hydroxypiperidin (1.6 g, 11.2 mmol) in tetrahydrofuran (40 ml) at room temperature and the mixture stirred for 10 hours. The mixture was partitioned between ethyl acetate and water. The organic layer was washed with brine, dried over magnesium sulfate, and concentrated in vacuo. The solvent w... Isolated yield 57.3%. RXN SMILES: CC(OC(/N=N/C(OC(C)C)=O)=O)C.[OH:15][C:16]1[CH:21]=[CH:20][C:19]([C@@H:22]2[O:27][CH2:26][CH2:25][N:24]([CH2:28][C:29]3[CH:34]=[CH:33][CH:32]=[CH:31][CH:30]=3)[CH2:23]2)=[CH:18][CH:17]=1.C1(P(C2C=CC=CC=2)C2C=CC=CC=2)C=CC=CC=1.[C:54]([N:57]1[CH2:62][CH2:61][CH:60](O)[CH2:59][CH2:58]1)(=[O:56])[CH3:55]>O1CCCC1>[C:54]([N:57]1[CH2:62][CH2:61][CH:60]([O:15][C:16]2[CH:17]=[CH:18][C:19]([C@@H:22]3[O:27][CH2:26][CH2:25][N:24]([CH2:28][C:29]4[CH:30]=[CH:31][CH:32]=[CH:33][CH:34]=4)[CH2:23]3)=[CH:20][CH:21]=2)[CH2:59][CH2:58]1)(=[O:56])[CH3:55]. Run in O1CCCC1 (tetrahydrofuran). Starting materials: CC(C)OC(=O)/N=N/C(=O)OC(C)C (Diisopropylazodicarboxylate), OC1=CC=C(C=C1)[C@H]1CN(CCO1)CC1=CC=CC=C1 ((2S)-2-(4-hydroxyphenyl)-4-benzylmorpholine), C1(=CC=CC=C1)P(C1=CC=CC=C1)C1=CC=CC=C1 (triphenylphosphine), C(C)(=O)N1CCC(CC1)O (1-acetyl-4-hydroxypiperidin). Run at time 10 hour. Reactants: CCO, CC(C)(C)C(=O)CN1CC2CNCC(C1)O2, O, N#Cc1ccc(NCCCOS(=O)(=O)c2ccccc2)cc1. Yields the product O=S(=O)(O)c1ccccc1. RXN SMILES: [CH3:1][CH2:2][OH:3].[CH3:4][C:5]([CH3:6])([CH3:7])[C:8](=[O:9])[CH2:10][N:11]1[CH2:12][CH:13]2[O:14][CH:15]([CH2:16][NH:17][CH2:18]2)[CH2:19]1.[OH2:42].[c:20]1([S:26](=[O:27])(=[O:28])[O:29][CH2:30][CH2:31][CH2:32][NH:33][c:34]2[cH:35][cH:36][c:37]([C:38]#[N:39])[cH:40][cH:41]2)[cH:21][cH:22][cH:23][cH:24][cH:25]1>>[c:20]1([S:26](=[O:27])(=[O:28])[OH:29])[cH:21][cH:22][cH:23][cH:24][cH:25]1. The reactants are N (ammonia), N1C(=CC2=CC=CC=C12)C(=O)OC (methyl 1H-indole-2-carboxylate), S(=O)(=O)(OC)OC (dimethyl sulphate), C([O-])([O-])=O.[K+].[K+] (potassium carbonate). Solvent: CC(=O)C (acetone). Reaction conditions: time 2 hour. The product is CN1C(=CC2=CC=CC=C12)C(=O)OC (methyl 1-methyl-1H-indole-2-carboxylate). Reaction SMILES: [NH:1]1[C:9]2[C:4](=[CH:5][CH:6]=[CH:7][CH:8]=2)[CH:3]=[C:2]1[C:10]([O:12][CH3:13])=[O:11].S(OC)(O[CH3:18])(=O)=O.C(=O)([O-])[O-].[K+].[K+].N>CC(C)=O>[CH3:18][N:1]1[C:9]2[C:4](=[CH:5][CH:6]=[CH:7][CH:8]=2)[CH:3]=[C:2]1[C:10]([O:12][CH3:13])=[O:11] |f:2.3.4|. Reported procedure: A stirred suspension of methyl 1H-indole-2-carboxylate (5.0 g), dimethyl sulphate (9 ml) and potassium carbonate (10.4 g) in dry acetone (200 ml) was heated under reflux for 24 h. After cooling to room temperature 5% ammonia solution (50 ml) was added and the mixture stirred for 2 hours. The solvent was removed in vacuo and the residue partitioned between dichloromethane and water. The organic layer was dried and the solvent evaporated to give methyl 1-methyl-1H-indole-2-carboxylate (5.4 g) as a... Starting materials: NCCO\N=C\[C@@H]1[C@]2(C)[C@](CC1)([C@@H]1CC[C@@H]3C[C@H](CC[C@]3(C)[C@H]1CC2)O)O ((E)-17β-(2-aminoethoxyimino)methyl-5β-androstane-3β,14β-diol), [N+](=O)(O)[O-].C(N)(=N)N1N=C(C=C1C)C (1-amidino-3,5-dimethylpyrazole nitrate). Solvent: C(C)O (ethanol). Product: N(C(=N)N)CCO\N=C\[C@@H]1[C@]2(C)[C@](CC1)([C@@H]1CC[C@@H]3C[C@H](CC[C@]3(C)[C@H]1CC2)O)O ((E)-17β-(2-Guanidinoethoxyimino)methyl-5β-androstane-3β,14β-diol). Yield: 36.0%. Reaction SMILES: [NH2:1][CH2:2][CH2:3][O:4]/[N:5]=[CH:6]/[C@H:7]1[CH2:12][CH2:11][C@:10]2([OH:27])[C@H:13]3[C@H:23]([CH2:24][CH2:25][C@:8]12[CH3:9])[C@:21]1([CH3:22])[C@@H:16]([CH2:17][C@@H:18]([OH:26])[CH2:19][CH2:20]1)[CH2:15][CH2:14]3.[N+]([O-])(O)=O.[C:32](N1C(C)=CC(C)=N1)(=[NH:34])[NH2:33]>C(O)C>[NH:1]([CH2:2][CH2:3][O:4]/[N:5]=[CH:6]/[C@H:7]1[CH2:12][CH2:11][C@:10]2([OH:27])[C@H:13]3[C@H:23]([CH2:24][CH2:25][C@:8]12[CH3:9])[C@:21]1([CH3:22])[C@@H:16]([CH2:17][C@@H:18]([OH:26])[CH2:19][CH2:20]1)[CH2:15][CH2:14]3)[C:32]([NH2:34])=[NH:33] |f:1.2|. Procedure details: A solution of 0.95 g of (E)-17β-(2-aminoethoxyimino)methyl-5β-androstane-3β,14β-diol (I-ab) and 1.05 g of 1-amidino-3,5-dimethylpyrazole nitrate in 20 ml of ethanol was heated at reflux for 10 hrs. The solution was evaporated to dryness under reduced pressure and the crude product was purified by flash-chromatography (SiO2) using chloroform/methanol/28% ammonium hydroxide 78/20/2 as eluant; the fractions containing the title compound were collected and evaporated to dryness under reduced pressur... The reactants are CN1C(N(C=C1)C1=CC=CC=C1)=O (1-methyl-3-phenylimidazol-2-one), ClS(=O)(=O)O (chlorosulfonic acid), ice water. Yields the product CN1C(N(CC1)C1=CC=C(C=C1)S(=O)(=O)Cl)=O (4-(3-Methyl-2-oxo-imidazolidin-1-yl)-benzenesulfonyl Chloride). As a reaction SMILES: [CH3:1][N:2]1[CH:6]=[CH:5][N:4]([C:7]2[CH:12]=[CH:11][CH:10]=[CH:9][CH:8]=2)[C:3]1=[O:13].[Cl:14][S:15](O)(=[O:17])=[O:16]>>[CH3:1][N:2]1[CH2:6][CH2:5][N:4]([C:7]2[CH:12]=[CH:11][C:10]([S:15]([Cl:14])(=[O:17])=[O:16])=[CH:9][CH:8]=2)[C:3]1=[O:13]. Procedure details: A solution of 1-methyl-3-phenylimidazol-2-one (5.7 g, 32.3 mmol) in 10 mL of chlorosulfonic acid was stirred at ambient temperature for 30 minutes. The reaction mixture was poured into ice/water and extracted with ethyl acetate. The organic phase was separated, dried (Na2SO4) and concentrated in vacuo to a white solid (7.4 g). Used as is in the following prep.